This data is from the Open Reaction Database (ORD), a public repository of structured organic reaction records. The task is: describe an organic reaction: reactants, conditions, products, and yield Reactants: OC1=C(C=C(C=C1)O)C(C)=O (2',5'-dihydroxyacetophenone), ClC=1C=C(C(=O)Cl)C=CC1 (3-chlorobenzoyl chloride), BrCCCCCCCl (1-bromo-6-chlorohexane), OC1CCNCC1 (4-hydroxypiperidine). The product is ClC=1C=C(C=CC1)C=1OC2=C(C(C1)=O)C=C(C=C2)OCCCCCCN2CCC(CC2)O (2-(3-Chlorophenyl)-6-[6-(4-hydroxypiperidinyl)hexoxy1-4H-1-benzopyran-4-one). RXN SMILES: [OH:1][C:2]1[CH:7]=[CH:6][C:5]([OH:8])=[CH:4][C:3]=1[C:9](=[O:11])[CH3:10].[Cl:12][C:13]1[CH:14]=[C:15]([CH:19]=[CH:20][CH:21]=1)[C:16](Cl)=O.Br[CH2:23][CH2:24][CH2:25][CH2:26][CH2:27][CH2:28]Cl.[OH:30][CH:31]1[CH2:36][CH2:35][NH:34][CH2:33][CH2:32]1>>[Cl:12][C:13]1[CH:14]=[C:15]([C:16]2[O:1][C:2]3[CH:7]=[CH:6][C:5]([O:8][CH2:23][CH2:24][CH2:25][CH2:26][CH2:27][CH2:28][N:34]4[CH2:35][CH2:36][CH:31]([OH:30])[CH2:32][CH2:33]4)=[CH:4][C:3]=3[C:9](=[O:11])[CH:10]=2)[CH:19]=[CH:20][CH:21]=1. Procedure details: The compound was prepared by a method similar to Example 11 from 2',5'-dihydroxyacetophenone, 3-chlorobenzoyl chloride, 1-bromo-6-chlorohexane, and 4-hydroxypiperidine: mp 120°-121° C.